Dataset: the Open Reaction Database (ORD), a public repository of structured organic reaction records. Task: describe an organic reaction: reactants, conditions, products, and yield Reactants: C(#N)C=1C=NC=CC1 (3-cyanopyridine), C[Al](C)C (trimethylaluminum), Cl.CS(=O)(=O)C1=CC=C(N)C=C1 (4-(methylsulfonyl)aniline hydrochloride). Solvent: C1(=CC=CC=C1)C (toluene), C1(=CC=CC=C1)C (toluene), C(Cl)(Cl)Cl (chloroform). Conditions: time 2.5 hour. The product is CS(=O)(=O)C1=CC=C(C=C1)NC(=N)C=1C=NC=CC1 (N-[4-(methylsulfonyl)phenyl]-3-pyridinecarboximidamide). As a reaction SMILES: Cl.[CH3:2][S:3]([C:6]1[CH:12]=[CH:11][C:9]([NH2:10])=[CH:8][CH:7]=1)(=[O:5])=[O:4].C[Al](C)C.[C:17]([C:19]1[CH:20]=[N:21][CH:22]=[CH:23][CH:24]=1)#[N:18]>C1(C)C=CC=CC=1.C(Cl)(Cl)Cl>[CH3:2][S:3]([C:6]1[CH:12]=[CH:11][C:9]([NH:10][C:17]([C:19]2[CH:20]=[N:21][CH:22]=[CH:23][CH:24]=2)=[NH:18])=[CH:8][CH:7]=1)(=[O:4])=[O:5] |f:0.1|. Procedure details: To a suspension of 4-(methylsulfonyl)aniline hydrochloride (6 g, 28.8 mmol) in toluene (150 ml) at 0° C., trimethylaluminum (2M solution in toluene, 21.6 ml, 43.2 mmol) was added over 15 minutes. The reaction mixture was warmed to room temperature and stirred for 2.5 hours. A solution of 3-cyanopyridine (6 g, 57.6 mmol) in toluene (150 ml) was added over 10 minutes and the reaction mixture was heated to 90°-95° C. After 24 hours, the reaction mixture was cooled to room temperature and poured ove... Starting materials: NCCCCCN1CCC(CC1)C=1C=C(C=CC1)NC(C(C)C)=O (N-{3-[1-(5-aminopentyl)-4-piperidinyl]phenyl}-2-methylpropanamide), ClC1=C(C(=CC=C1)Cl)C1=NOC(=C1C(=O)Cl)C (3-(2,6-dichlorophenyl)-5-methyl-4-isoxazolecarbonyl chloride). Run in C1CCOC1 (THF). Yields the product ClC1=C(C(=CC=C1)Cl)C1=NOC(=C1C(=O)NCCCCCN1CCC(CC1)C1=CC(=CC=C1)NC(C(C)C)=O)C (3-(2,6-DICHLOROPHENYL)-N-(5-{4-[3-(ISOBUTYRYLAMINO)PHENYL]-1-PIPERIDINYL}PENTYL)-5-METHYL-4-ISOXAZOLECARBOXAMIDE). As a reaction SMILES: [NH2:1][CH2:2][CH2:3][CH2:4][CH2:5][CH2:6][N:7]1[CH2:12][CH2:11][CH:10]([C:13]2[CH:14]=[C:15]([NH:19][C:20](=[O:24])[CH:21]([CH3:23])[CH3:22])[CH:16]=[CH:17][CH:18]=2)[CH2:9][CH2:8]1.[Cl:25][C:26]1[CH:31]=[CH:30][CH:29]=[C:28]([Cl:32])[C:27]=1[C:33]1[C:37]([C:38](Cl)=[O:39])=[C:36]([CH3:41])[O:35][N:34]=1>C1COCC1>[Cl:25][C:26]1[CH:31]=[CH:30][CH:29]=[C:28]([Cl:32])[C:27]=1[C:33]1[C:37]([C:38]([NH:1][CH2:2][CH2:3][CH2:4][CH2:5][CH2:6][N:7]2[CH2:8][CH2:9][CH:10]([C:13]3[CH:18]=[CH:17][CH:16]=[C:15]([NH:19][C:20](=[O:24])[CH:21]([CH3:22])[CH3:23])[CH:14]=3)[CH2:11][CH2:12]2)=[O:39])=[C:36]([CH3:41])[O:35][N:34]=1. Reported procedure: Prepared by Procedure Q1 (THF) and Scheme AT using N-{3-[1-(5-aminopentyl)-4-piperidinyl]phenyl}-2-methylpropanamide and 3-(2,6-dichlorophenyl)-5-methyl-4-isoxazolecarbonyl chloride. ESMS m/e: 585.2 (M+H)+. The reactants are CC(NC(CCc1ccccc1)C(=O)O)C(=O)N1CC2(CC1C(=O)O)SCCS2, [Na+], [OH-]. Yields the product O=C(O)C(CCc1ccccc1)NCC(=O)N1CC2(CC1C(=O)O)SCCS2. Reaction SMILES: [C:1](=[O:2])([OH:3])[CH:4]([CH2:5][CH2:6][c:7]1[cH:8][cH:9][cH:10][cH:11][cH:12]1)[NH:13][CH:14]([CH3:15])[C:16](=[O:17])[N:18]1[CH2:19][C:20]2([S:21][CH2:22][CH2:23][S:24]2)[CH2:25][CH:26]1[C:27](=[O:28])[OH:29].[Na+:31].[OH-:30]>>[C:1](=[O:2])([OH:3])[CH:4]([CH2:5][CH2:6][c:7]1[cH:8][cH:9][cH:10][cH:11][cH:12]1)[NH:13][CH2:14][C:16](=[O:17])[N:18]1[CH2:19][C:20]2([S:21][CH2:22][CH2:23][S:24]2)[CH2:25][CH:26]1[C:27](=[O:28])[OH:29]. Starting materials: C(C)(C)(C)OC(=O)N1C[C@@H]([C@H](CC1)C1=CC=C(C=C1)OCCCOCC1=C(C=CC=C1)OC)OCC1=CC=C2CCCN(C2=C1)CCOS(=O)(=O)C ((3R,4R)-3-[1-(2-methanesulfonyloxy-ethyl)-1,2,3,4-tetrahydro-quinolin-7-ylmethoxy]-4-[4-[3-(2-methoxy-benzyloxy)-propoxy]-phenyl]-piperidine-1-carboxylic acid tert-butyl ester), N1C=NC=C1 (imidazole), ice water. The solvent is CN(C=O)C (N,N-dimethylformamide). Product: C(C)(C)(C)OC(=O)N1C[C@@H]([C@H](CC1)C1=CC=C(C=C1)OCCCOCC1=C(C=CC=C1)OC)OCC1=CC=C2CCCN(C2=C1)CCN1C=NC=C1 ((3R,4R)-3-[1-(2-imidazol-1-yl-ethyl)-1,2,3,4-tetrahydro-quinolin-7-ylmethoxy]-4-[4-[3-(2-methoxy-benzyloxy)-propoxy]-phenyl]-piperidine-1-carboxylic acid tert-butyl ester). Yield: 31.5%. RXN SMILES: [C:1]([O:5][C:6]([N:8]1[CH2:13][CH2:12][C@H:11]([C:14]2[CH:19]=[CH:18][C:17]([O:20][CH2:21][CH2:22][CH2:23][O:24][CH2:25][C:26]3[CH:31]=[CH:30][CH:29]=[CH:28][C:27]=3[O:32][CH3:33])=[CH:16][CH:15]=2)[C@@H:10]([O:34][CH2:35][C:36]2[CH:45]=[C:44]3[C:39]([CH2:40][CH2:41][CH2:42][N:43]3[CH2:46][CH2:47]OS(C)(=O)=O)=[CH:38][CH:37]=2)[CH2:9]1)=[O:7])([CH3:4])([CH3:3])[CH3:2].[NH:53]1[CH:57]=[CH:56][N:55]=[CH:54]1>CN(C)C=O>[C:1]([O:5][C:6]([N:8]1[CH2:13][CH2:12][C@H:11]([C:14]2[CH:15]=[CH:16][C:17]([O:20][CH2:21][CH2:22][CH2:23][O:24][CH2:25][C:26]3[CH:31]=[CH:30][CH:29]=[CH:28][C:27]=3[O:32][CH3:33])=[CH:18][CH:19]=2)[C@@H:10]([O:34][CH2:35][C:36]2[CH:37]=[C:38]3[C:39]([CH2:40][CH2:41][CH2:42][N:43]3[CH2:46][CH2:47][N:53]3[CH:57]=[CH:56][N:55]=[CH:54]3)=[CH:44][CH:45]=2)[CH2:9]1)=[O:7])([CH3:3])([CH3:2])[CH3:4]. Procedure: A solution of 0.220 g (0.298 mmol) (3R,4R)-3-[1-(2-methanesulfonyloxy-ethyl)-1,2,3,4-tetrahydro-quinolin-7-ylmethoxy]-4-[4-[3-(2-methoxy-benzyloxy)-propoxy]-phenyl]-piperidine-1-carboxylic acid tert-butyl ester [example 9(a)] and 0.30 g (0.446 mmol, 1.50 equiv.) of imidazole in 1.8 ml of absolute N,N-dimethylformamide was stirred for 4 h at 80° C. The reaction was allowed to warm to room temperature, poured into 50 ml of an ice/water mixture and extracted three times with 50 ml of diethyl ether.... The reactants are O[C@H]1C[C@@H]2CC[C@H]3[C@@H]4CC[C@H](C(C(CN5CCOCC5)=C)=O)[C@]4(CC([C@@H]3[C@]2(CC1)C)=O)C (3α-Hydroxy-21-methylene-21-morpholinomethyl-5α-pregnane-11,20-dione). The reagents and catalysts are [Pd] (palladium on carbon). The solvent is C(C)(=O)OCC (ethyl acetate). Product: ethyl acetate petrol, CC(C([C@H]1CC[C@H]2[C@@H]3CC[C@H]4C[C@@H](CC[C@]4(C)[C@H]3C(C[C@]12C)=O)O)=O)C (21,21-Dimethyl-3α-hydroxy-5α-pregnane-11,20-dione). Yield: 44.3%. As a reaction SMILES: [OH:1][C@@H:2]1[CH2:29][CH2:28][C@@:27]2([CH3:30])[C@@H:4]([CH2:5][CH2:6][C@@H:7]3[C@@H:26]2[C:25](=[O:31])[CH2:24][C@@:23]2([CH3:32])[C@H:8]3[CH2:9][CH2:10][C@@H:11]2[C:12](=[O:22])[C:13](=[CH2:21])[CH2:14]N2CCOCC2)[CH2:3]1>[Pd].C(OCC)(=O)C>[CH3:14][CH:13]([CH3:21])[C:12](=[O:22])[C@@H:11]1[C@:23]2([CH3:32])[C@H:8]([C@H:7]3[C@H:26]([C:25](=[O:31])[CH2:24]2)[C@:27]2([CH3:30])[C@H:4]([CH2:3][C@H:2]([OH:1])[CH2:29][CH2:28]2)[CH2:5][CH2:6]3)[CH2:9][CH2:10]1. Reported procedure: 3α-Hydroxy-21-methylene-21-morpholinomethyl-5α-pregnane-11,20-dione (500 mg) was hydrogenated over 10% palladium on carbon (50 mg) in ethyl acetate. The catalyst was filtered off and the filtrate evaporated to a white foam. The foam was purified by preparative t.l.c. (ethyl acetate/petrol) to give title compound (180 mg) as a white foam [α]D + 133° (c, 1.02).